This data is from the Open Reaction Database (ORD), a public repository of structured organic reaction records. The task is: describe an organic reaction: reactants, conditions, products, and yield Starting materials: BrC1=CC(=C(C=C1Cl)N1C(C=CC2=CC(=CC=C12)S(=O)(=O)NC1=NC=NC=C1)=O)OC (1-(4-bromo-5-chloro-2-methoxyphenyl)-2-oxo-N-(pyrimidin-4-yl)-1,2-dihydroquinoline-6-sulfonamide), ClC1=C(C=C(C=C1)B(O)O)C ((4-chloro-3-methylphenyl)boronic acid), C([O-])([O-])=O.[K+].[K+] (potassium carbonate). Reagents/catalysts: C=1C=CC(=CC1)[P](C=2C=CC=CC2)(C=3C=CC=CC3)[Pd]([P](C=4C=CC=CC4)(C=5C=CC=CC5)C=6C=CC=CC6)([P](C=7C=CC=CC7)(C=8C=CC=CC8)C=9C=CC=CC9)[P](C=1C=CC=CC1)(C=1C=CC=CC1)C=1C=CC=CC1 (Pd(Ph3P)4). Conditions: temperature 90 celsius. Yields the product ClC1=C(C=C(C(=C1)N1C(C=CC2=CC(=CC=C12)S(=O)(=O)NC1=NC=NC=C1)=O)OC)C1=CC(=C(C=C1)Cl)C (1-(2,4′-dichloro-5-methoxy-3′-methyl-[1,1′-biphenyl]-4-yl)-2-oxo-N-(pyrimidin-4-yl)-1,2-dihydroquinoline-6-sulfonamide). RXN SMILES: Br[C:2]1[C:7]([Cl:8])=[CH:6][C:5]([N:9]2[C:18]3[C:13](=[CH:14][C:15]([S:19]([NH:22][C:23]4[CH:28]=[CH:27][N:26]=[CH:25][N:24]=4)(=[O:21])=[O:20])=[CH:16][CH:17]=3)[CH:12]=[CH:11][C:10]2=[O:29])=[C:4]([O:30][CH3:31])[CH:3]=1.[Cl:32][C:33]1[CH:38]=[CH:37][C:36](B(O)O)=[CH:35][C:34]=1[CH3:42].C(=O)([O-])[O-].[K+].[K+]>C1C=CC([P]([Pd]([P](C2C=CC=CC=2)(C2C=CC=CC=2)C2C=CC=CC=2)([P](C2C=CC=CC=2)(C2C=CC=CC=2)C2C=CC=CC=2)[P](C2C=CC=CC=2)(C2C=CC=CC=2)C2C=CC=CC=2)(C2C=CC=CC=2)C2C=CC=CC=2)=CC=1>[Cl:8][C:7]1[CH:6]=[C:5]([N:9]2[C:18]3[C:13](=[CH:14][C:15]([S:19]([NH:22][C:23]4[CH:28]=[CH:27][N:26]=[CH:25][N:24]=4)(=[O:20])=[O:21])=[CH:16][CH:17]=3)[CH:12]=[CH:11][C:10]2=[O:29])[C:4]([O:30][CH3:31])=[CH:3][C:2]=1[C:36]1[CH:37]=[CH:38][C:33]([Cl:32])=[C:34]([CH3:42])[CH:35]=1 |f:2.3.4,^1:52,54,73,92|. Procedure: A vial was charged with 1-(4-bromo-5-chloro-2-methoxyphenyl)-2-oxo-N-(pyrimidin-4-yl)-1,2-dihydroquinoline-6-sulfonamide (0.219 g, 0.419 mmol), (4-chloro-3-methylphenyl)boronic acid (0.147 g, 0.865 mmol), Pd(Ph3P)4 (0.062 g, 0.054 mmol) and potassium carbonate (0.224 g, 1.621 mmol). The vial was flushed with Ar (g), then dioxane (2.027 ml) and water (0.676 ml) were added. The vial was sparged with N2 for 1 min and heated at 90° C. for 2 h. The mixture was partitioned between 1 N HCl (10 mL) and ... Reactants: O=C=O, C1CCOC1, COc1ccc(-c2sc3cc(OC)ccc3c2Br)cc1, [Li]CCCC. Yields the product COc1ccc(-c2sc3cc(OC)ccc3c2C(=O)O)cc1. As a reaction SMILES: [C:26](=[O:27])=[O:28].[CH2:29]1[O:30][CH2:31][CH2:32][CH2:33]1.[CH3:1][O:2][c:3]1[cH:4][cH:5][c:6]2[c:7]([s:8][c:9](-[c:12]3[cH:13][cH:14][c:15]([O:18][CH3:19])[cH:16][cH:17]3)[c:10]2[Br:11])[cH:20]1.[CH3:21][CH2:22][CH2:23][CH2:24][Li:25]>>[CH3:1][O:2][c:3]1[cH:4][cH:5][c:6]2[c:7]([s:8][c:9](-[c:12]3[cH:13][cH:14][c:15]([O:18][CH3:19])[cH:16][cH:17]3)[c:10]2[C:26](=[O:27])[OH:28])[cH:20]1.